Task: describe an organic reaction: reactants, conditions, products, and yield. Dataset: the Open Reaction Database (ORD), a public repository of structured organic reaction records The reactants are step-ii, FC1=C(C=CC(=C1)C=1C=C2C(=NC1)N(C=C2C=2C=NN(C2)CCC2=CC=CC=C2)S(=O)(=O)C2=CC=C(C)C=C2)C2=CCN(CC2)C(=O)OC(C)(C)C (tert-butyl 4-(2-fluoro-4-(3-(1-phenethyl-1H-pyrazol-4-yl)-1-tosyl-1H-pyrrolo[2,3-b]pyridin-5-yl)phenyl)-5,6-dihydropyridine-1(2H)-carboxylate). The reagents and catalysts are [OH-].[Pd+2].[OH-] (palladium hydroxide). Solvent: [N+](=O)([O-])C=1C=C(CN2N=CC(=C2)B2OC(C(O2)(C)C)(C)C)C=CC1 (1-(3-nitrobenzyl)-4-(4,4,5,5-tetramethyl-1,3,2-dioxaborolan-2-yl)-1H-pyrazole). Yields the product FC1=C(C=CC(=C1)C=1C=C2C(=NC1)N(C=C2C=2C=NN(C2)CCC2=CC=CC=C2)S(=O)(=O)C2=CC=C(C)C=C2)C2CCN(CC2)C(=O)OC(C)(C)C (tert-butyl 4-(2-fluoro-4-(3-(1-phenethyl-1H-pyrazol-4-yl)-1-tosyl-1H-pyrrolo[2,3-b]pyridin-5-yl)phenyl)piperidine-1-carboxylate). Yield: 74.2%. Reaction SMILES: [F:1][C:2]1[CH:7]=[C:6]([C:8]2[CH:9]=[C:10]3[C:16]([C:17]4[CH:18]=[N:19][N:20]([CH2:22][CH2:23][C:24]5[CH:29]=[CH:28][CH:27]=[CH:26][CH:25]=5)[CH:21]=4)=[CH:15][N:14]([S:30]([C:33]4[CH:39]=[CH:38][C:36]([CH3:37])=[CH:35][CH:34]=4)(=[O:32])=[O:31])[C:11]3=[N:12][CH:13]=2)[CH:5]=[CH:4][C:3]=1[C:40]1[CH2:45][CH2:44][N:43]([C:46]([O:48][C:49]([CH3:52])([CH3:51])[CH3:50])=[O:47])[CH2:42][CH:41]=1>[N+](C1C=C(C=CC=1)CN1C=C(B2OC(C)(C)C(C)(C)O2)C=N1)([O-])=O.[OH-].[Pd+2].[OH-]>[F:1][C:2]1[CH:7]=[C:6]([C:8]2[CH:9]=[C:10]3[C:16]([C:17]4[CH:18]=[N:19][N:20]([CH2:22][CH2:23][C:24]5[CH:25]=[CH:26][CH:27]=[CH:28][CH:29]=5)[CH:21]=4)=[CH:15][N:14]([S:30]([C:33]4[CH:39]=[CH:38][C:36]([CH3:37])=[CH:35][CH:34]=4)(=[O:31])=[O:32])[C:11]3=[N:12][CH:13]=2)[CH:5]=[CH:4][C:3]=1[CH:40]1[CH2:41][CH2:42][N:43]([C:46]([O:48][C:49]([CH3:52])([CH3:51])[CH3:50])=[O:47])[CH2:44][CH2:45]1 |f:2.3.4|. Procedure details: Using similar reaction conditions as described in step-ii of example-82, tert-butyl 4-(2-fluoro-4-(3-(1-phenethyl-1H-pyrazol-4-yl)-1-tosyl-1H-pyrrolo[2,3-b]pyridin-5-yl)phenyl)-5,6-dihydropyridine-1(2H)-carboxylate (190 mg, 0.264 mmol) was reduced with palladium hydroxide (100 mg) in ethyl acetate/ethanol 10/20 mL to afford 141 mg (74% yield) of the titled compound. MS: m/z=720.7 (M+1). Reactants: Cl (HCl), C(#N)C1(CCN(CC1)C(=O)OC(C)(C)C)C1=C(C=CC=C1)C (4-cyano-N-(1,1 -dimethylethoxy)carbonyl-4-(2-methylphenyl)piperidine). The solvent is CCOC(=O)C (EtOAc). Yields the product Cl.C(#N)C1(CCNCC1)C1=C(C=CC=C1)C (4-Cyano-4-(2-methylphenyl)piperidine hydrochloride). Reaction SMILES: [ClH:1].[C:2]([C:4]1([C:17]2[CH:22]=[CH:21][CH:20]=[CH:19][C:18]=2[CH3:23])[CH2:9][CH2:8][N:7](C(OC(C)(C)C)=O)[CH2:6][CH2:5]1)#[N:3]>CCOC(C)=O>[ClH:1].[C:2]([C:4]1([C:17]2[CH:22]=[CH:21][CH:20]=[CH:19][C:18]=2[CH3:23])[CH2:9][CH2:8][NH:7][CH2:6][CH2:5]1)#[N:3] |f:3.4|. Procedure details: A solution of EtOAc saturated with HCl (200 ml) was added to 4-cyano-N-(1,1 -dimethylethoxy)carbonyl-4-(2-methylphenyl)piperidine (31 mg, 0.097 mmol). The resulting mixture was allowed to react for 1 hour at room temperature. The EtOAc was removed in vacuo affording 4-cyano-4-(2-methylphenyl)piperidine hydrochloride (4i) as a white solid.